Dataset: the Open Reaction Database (ORD), a public repository of structured organic reaction records. Task: describe an organic reaction: reactants, conditions, products, and yield Reactants: CC=1NC=C(N1)C#CC=1C=C(C#N)C=CC1 (3-(2-methyl-1H-imidazol-4-ylethynyl)-benzonitrile), Cl.ClCC1=NC=CC=C1C (2-chloromethyl-3-methyl-pyridine hydrochloride). The product is CC=1N(C=C(N1)C#CC=1C=C(C#N)C=CC1)CC1=NC=CC=C1C (3-[2-Methyl-1-(3-methyl-pyridin-2-ylmethyl)-1H-imidazol-4-ylethynyl]-benzonitrile). As a reaction SMILES: [CH3:1][C:2]1[NH:3][CH:4]=[C:5]([C:7]#[C:8][C:9]2[CH:10]=[C:11]([CH:14]=[CH:15][CH:16]=2)[C:12]#[N:13])[N:6]=1.Cl.Cl[CH2:19][C:20]1[C:25]([CH3:26])=[CH:24][CH:23]=[CH:22][N:21]=1>>[CH3:1][C:2]1[N:3]([CH2:19][C:20]2[C:25]([CH3:26])=[CH:24][CH:23]=[CH:22][N:21]=2)[CH:4]=[C:5]([C:7]#[C:8][C:9]2[CH:10]=[C:11]([CH:14]=[CH:15][CH:16]=2)[C:12]#[N:13])[N:6]=1 |f:1.2|. Procedure details: The title compound, MS: m/e=313.2 (M+H30), was prepared in accordance with the general method of example 1 from 3-(2-methyl-1H-imidazol-4-ylethynyl)-benzonitrile and 2-chloromethyl-3-methyl-pyridine hydrochloride. Starting materials: C1(CCC(N1)=O)=O (succinimide), alcohol, C(C)(=O)NC1=C(OCC2CO2)C=C(C=C1)[N+](=O)[O-] (1-(2'-acetylamino-5'-nitrophenoxy)-2,3-epoxypropane), C(C)O (ethanol). The reagents and catalysts are N1=CC=CC=C1 (pyridine). Run in O (water), O (water). Yields the product C(C)(=O)NC1=C(OCC(CN2C(CCC2=O)=O)O)C=C(C=C1)[N+](=O)[O-] (1-(2'-acetylamino-5'-nitrophenoxy)-3-succinimidopropan-2-ol). Reaction SMILES: [C:1]([NH:4][C:5]1[CH:15]=[CH:14][C:13]([N+:16]([O-:18])=[O:17])=[CH:12][C:6]=1[O:7][CH2:8][CH:9]1[O:11][CH2:10]1)(=[O:3])[CH3:2].C(O)C.[C:22]1(=[O:28])[NH:26][C:25](=[O:27])[CH2:24][CH2:23]1>N1C=CC=CC=1.O>[C:1]([NH:4][C:5]1[CH:15]=[CH:14][C:13]([N+:16]([O-:18])=[O:17])=[CH:12][C:6]=1[O:7][CH2:8][CH:9]([OH:11])[CH2:10][N:26]1[C:22](=[O:28])[CH2:23][CH2:24][C:25]1=[O:27])(=[O:3])[CH3:2]. Procedure details: 0.072 mol (18.2 g) of 1-(2'-acetylamino-5'-nitrophenoxy)-2,3-epoxypropane is introduced into 60 ml of absolute ethanol to which 6 drops of pyridine have been added. 0.087 mol (8.6 g) of succinimide is added and the mixture is then heated under reflux for 5 hours. After cooling, 150 ml of water are added and the alcohol is driven off in vacuo. The expected product, which is obtained initially in the form of a water-insoluble oil, crystallises slowly. It is filtered off and recrystallised from 96°...